This data is from the Open Reaction Database (ORD), a public repository of structured organic reaction records. The task is: describe an organic reaction: reactants, conditions, products, and yield The reactants are C(C)(C)N1N=C2CC(NC(CC2=C1OS(=O)(=O)C(F)(F)F)(C)C)(C)C (trifluoro-methanesulfonic acid 2-isopropyl-5,5,7,7-tetramethyl-2,4,5,6,7,8-hexahydro-1,2,6-triaza-azulen-3-yl ester), C1(=CC=CC=C1)B(O)O (phenylboronic acid). Yields the product C(C)(C)N1N=C2CC(NC(CC2=C1C1=CC=CC=C1)(C)C)(C)C (2-Isopropyl-5,5,7,7-tetramethyl-3-phenyl-2,4,5,6,7,8-hexahydro-1,2,6-triaza-azulene). Isolated yield 61.6%. Reaction SMILES: [CH:1]([N:4]1[C:13](OS(C(F)(F)F)(=O)=O)=[C:12]2[C:6]([CH2:7][C:8]([CH3:25])([CH3:24])[NH:9][C:10]([CH3:23])([CH3:22])[CH2:11]2)=[N:5]1)([CH3:3])[CH3:2].[C:26]1(B(O)O)[CH:31]=[CH:30][CH:29]=[CH:28][CH:27]=1>>[CH:1]([N:4]1[C:13]([C:26]2[CH:31]=[CH:30][CH:29]=[CH:28][CH:27]=2)=[C:12]2[C:6]([CH2:7][C:8]([CH3:25])([CH3:24])[NH:9][C:10]([CH3:23])([CH3:22])[CH2:11]2)=[N:5]1)([CH3:3])[CH3:2]. Procedure details: The title compound (98 mg) was prepared as in Step B of Example 294 using 196 mg trifluoro-methanesulfonic acid 2-isopropyl-5,5,7,7-tetramethyl-2,4,5,6,7,8-hexahydro-1,2,6-triaza-azulen-3-yl ester and 87 mg of phenylboronic acid. MS (ESI): exact mass calculated for C20H29N3, 311.24; found, m/z 312.5 [M+H]+. 1H NMR (500 MHz, CD3OD): 7.57-7.52 (m, 3H), 7.32-7.31 (m, 2H), 4.34 (m, 1H), 3.11 (s, 2H), 2.71 (s, 2H), 1.49-1.34 (m, 18H).